From a dataset of the Open Reaction Database (ORD), a public repository of structured organic reaction records. describe an organic reaction: reactants, conditions, products, and yield The reactants are FC1=C(C=CC=C1F)C1N(C(C(=C1C)O)=O)C1=CC2=C(N(C=N2)C(=O)OC(C)(C)C)C=C1 (tert-butyl 5-(2-(2,3-difluorophenyl)-4-hydroxy-3-methyl-5-oxo-2H-pyrrol-1(5H)-yl)-1H-benzo[d]imidazole-1-carboxylate), FC(CI)(F)F (trifluoroiodoethane), P1-tBu. Yields the product FC(COC=1C(N(C(C1C)C1=C(C(=CC=C1)F)F)C1=CC2=C(NC=N2)C=C1)=O)(F)F (3-(2,2,2-trifluoroethoxy)-1-(1H-benzo[d]imidazol-5-yl)-5-(2,3-difluorophenyl)-4-methyl-1H-pyrrol-2(5H)-one). Reaction SMILES: [F:1][C:2]1[C:7]([F:8])=[CH:6][CH:5]=[CH:4][C:3]=1[CH:9]1[C:13]([CH3:14])=[C:12]([OH:15])[C:11](=[O:16])[N:10]1[C:17]1[CH:32]=[CH:31][C:20]2[N:21](C(OC(C)(C)C)=O)[CH:22]=[N:23][C:19]=2[CH:18]=1.[F:33][C:34]([F:38])([F:37])[CH2:35]I>>[F:33][C:34]([F:38])([F:37])[CH2:35][O:15][C:12]1[C:11](=[O:16])[N:10]([C:17]2[CH:32]=[CH:31][C:20]3[NH:21][CH:22]=[N:23][C:19]=3[CH:18]=2)[CH:9]([C:3]2[CH:4]=[CH:5][CH:6]=[C:7]([F:8])[C:2]=2[F:1])[C:13]=1[CH3:14]. Procedure: The compound was synthesized starting from tert-butyl 5-(2-(2,3-difluorophenyl)-4-hydroxy-3-methyl-5-oxo-2H-pyrrol-1(5H)-yl)-1H-benzo[d]imidazole-1-carboxylate (0.441 g, 1 mmol), trifluoroiodoethane (0.15 ml, 1.5 mmol) and P1-tBu (1.38 ml, 1.5 mmol) according to the method described above and was further purified by semi-preparative HPLC. Starting materials: N(=NC(=O)OCC)C(=O)OCC (diethyl azodicarboxylate), C1(=CC=CC=C1)P(C1=CC=CC=C1)C1=CC=CC=C1 (triphenylphosphine), FC1=NC(=CC=C1O)C1=CC=C(C=C1)[C@@H]1CC[C@H](CC1)CCCCC (2-fluoro-3-hydroxy-6-[4-(trans-4-pentylcyclohexyl)phenyl]pyridine), C(CCCCCCC)O (1-octanol). Solvent: O1CCCC1 (tetrahydrofuran). Conditions: time 30 minute. Yields the product FC1=NC(=CC=C1OCCCCCCCC)C1=CC=C(C=C1)[C@@H]1CC[C@H](CC1)CCCCC (2-fluoro-3-octyloxy-6-[4-(trans-4-pentylcyclohexyl)phenyl]pyridine). The yield is 48.4%. RXN SMILES: N(C(OCC)=O)=NC(OCC)=O.C1(P(C2C=CC=CC=2)C2C=CC=CC=2)C=CC=CC=1.[F:32][C:33]1[C:38]([OH:39])=[CH:37][CH:36]=[C:35]([C:40]2[CH:45]=[CH:44][C:43]([C@H:46]3[CH2:51][CH2:50][C@H:49]([CH2:52][CH2:53][CH2:54][CH2:55][CH3:56])[CH2:48][CH2:47]3)=[CH:42][CH:41]=2)[N:34]=1.[CH2:57](O)[CH2:58][CH2:59][CH2:60][CH2:61][CH2:62][CH2:63][CH3:64]>O1CCCC1>[F:32][C:33]1[C:38]([O:39][CH2:57][CH2:58][CH2:59][CH2:60][CH2:61][CH2:62][CH2:63][CH3:64])=[CH:37][CH:36]=[C:35]([C:40]2[CH:45]=[CH:44][C:43]([C@H:46]3[CH2:51][CH2:50][C@H:49]([CH2:52][CH2:53][CH2:54][CH2:55][CH3:56])[CH2:48][CH2:47]3)=[CH:42][CH:41]=2)[N:34]=1. Reported procedure: 0.26 g (1.50 mmol) of diethyl azodicarboxylate is added dropwise at 0° C. to 0.39 g (1.50 mmol) of triphenylphosphine in 10 ml of tetrahydrofuran, and the mixture is stirred at room temperature for 30 minutes. 0.31 g (0.91 mmol) of 2-fluoro-3-hydroxy-6-[4-(trans-4-pentylcyclohexyl)phenyl]pyridine and 0.19 g (1.50 mmol) of 1-octanol are then added. After a reaction time of 2hours at room temperature, the solvent is distilled off, and the residue is purified by chromatography (silica gel, 9:1 hexa...